Dataset: the Open Reaction Database (ORD), a public repository of structured organic reaction records. Task: describe an organic reaction: reactants, conditions, products, and yield Reported procedure: The title compound was prepared according to the general procedure of 5-[3-[(dimethylamino)methyl]-4-(methyloxy)phenyl]-3-[1-(ethylsulfonyl)-4-piperidinyl]-1H-indole-7-carboxamide trifluoroacetate, substituting 2-propanamine (15 μL, 0.214 mmol) for the dimethylamine to afford 16 mg of the title compound (24%). Product: FC(C(=O)O)(F)F.C(C)S(=O)(=O)N1CCC(CC1)C1=CNC2=C(C=C(C=C12)C1=CC(=C(C=C1)OC)CNC(C)C)C(=O)N (3-[1-(ethylsulfonyl)-4-piperidinyl]-5-[3-{[(1-methylethyl)amino]methyl}-4-(methyloxy)phenyl]-1H-indole-7-carboxamide trifluoroacetate). The reactants are FC(C(=O)O)(F)F.CN(C)CC=1C=C(C=CC1OC)C=1C=C2C(=CNC2=C(C1)C(=O)N)C1CCN(CC1)S(=O)(=O)CC (5-[3-[(dimethylamino)methyl]-4-(methyloxy)phenyl]-3-[1-(ethylsulfonyl)-4-piperidinyl]-1H-indole-7-carboxamide trifluoroacetate), CC(C)N (2-propanamine), CNC (dimethylamine). RXN SMILES: [F:1][C:2]([F:7])([F:6])[C:3]([OH:5])=[O:4].CN([CH2:11][C:12]1[CH:13]=[C:14]([C:20]2[CH:21]=[C:22]3[C:26](=C(C(N)=O)[CH:28]=2)[NH:25][CH:24]=[C:23]3[CH:32]2[CH2:37][CH2:36][N:35]([S:38]([CH2:41][CH3:42])(=[O:40])=[O:39])[CH2:34][CH2:33]2)[CH:15]=[CH:16][C:17]=1[O:18][CH3:19])C.[CH3:43][CH:44]([NH2:46])[CH3:45].C[NH:48]C>>[F:1][C:2]([F:7])([F:6])[C:3]([OH:5])=[O:4].[CH2:41]([S:38]([N:35]1[CH2:34][CH2:33][CH:32]([C:23]2[C:22]3[C:26](=[C:2]([C:3]([NH2:48])=[O:5])[CH:28]=[C:20]([C:14]4[CH:15]=[CH:16][C:17]([O:18][CH3:19])=[C:12]([CH2:11][NH:46][CH:44]([CH3:45])[CH3:43])[CH:13]=4)[CH:21]=3)[NH:25][CH:24]=2)[CH2:37][CH2:36]1)(=[O:40])=[O:39])[CH3:42] |f:0.1,4.5|. The yield is 24.0%. Reaction SMILES: [CH3:1][C:2]1=[C:6]([CH3:7])[CH2:5][CH:4]([OH:8])[CH2:3]1.[CH3:31][C:32]1([CH3:42])[CH:33]([C:39](=[O:40])[Cl:41])[CH:34]1[CH:35]=[C:36]([Cl:37])[Cl:38].[CH3:43][c:44]1[cH:45][cH:46][cH:47][cH:48][cH:49]1.[CH3:9][c:10]1[cH:11][c:12]([C:13]([CH3:14])([CH3:15])[CH3:16])[c:17]([OH:18])[c:19]([C:20]([CH3:21])([CH3:22])[CH3:23])[cH:24]1.[cH:25]1[cH:26][cH:27][n:28][cH:29][cH:30]1>>[CH3:1][C:2]1=[C:6]([CH3:7])[CH2:5][CH:4]([O:8][C:39]([CH:33]2[C:32]([CH3:31])([CH3:42])[CH:34]2[CH:35]=[C:36]([Cl:37])[Cl:38])=[O:40])[CH2:3]1. The product is CC1=C(C)CC(OC(=O)C2C(C=C(Cl)Cl)C2(C)C)C1. Starting materials: CC1=C(C)CC(O)C1, CC1(C)C(C=C(Cl)Cl)C1C(=O)Cl, Cc1ccccc1, Cc1cc(C(C)(C)C)c(O)c(C(C)(C)C)c1, c1ccncc1. Procedure: To an ice-cooled solution of diethyl malonate (75.01 g, 468.3 mmol) in tetrahydrofuran (1.5 L) was added sodium hydride (28.1 g, 1.17 mmol) portionwise. After 1 h, (Z)-1,4-dichlorobut-2-ene (75.0 g, 468 mmol) in tetrahydrofuran (500 mL) was added over 40 min at 0° C. After 1 h, the reaction mixture was diluted with saturated aqueous ammonia chloride solution (500 mL), and the resulting mixture was extracted with ethyl acetate (2×2 L). The collected organic was dried over anhydrous sodium sulfate... The yield is 85.6%. As a reaction SMILES: [C:1]([O:9][CH2:10][CH3:11])(=[O:8])[CH2:2][C:3]([O:5][CH2:6][CH3:7])=[O:4].[H-].[Na+].Cl[CH2:15]/[CH:16]=[CH:17]\[CH2:18]Cl>O1CCCC1.[Cl-].N>[C:2]1([C:3]([O:5][CH2:6][CH3:7])=[O:4])([C:1]([O:9][CH2:10][CH3:11])=[O:8])[CH2:18][CH:17]=[CH:16][CH2:15]1 |f:1.2,5.6|. Reaction conditions: time 1 hour. Starting materials: ClC\C=C/CCl ((Z)-1,4-dichlorobut-2-ene), ice, C(CC(=O)OCC)(=O)OCC (diethyl malonate), [H-].[Na+] (sodium hydride). Yields the product C1(CC=CC1)(C(=O)OCC)C(=O)OCC (diethyl cyclopent-3-ene-1,1-dicarboxylate). The solvent is O1CCCC1 (tetrahydrofuran), [Cl-].N (ammonia chloride), O1CCCC1 (tetrahydrofuran). Starting materials: C(C)(=O)N1C(CC2=CC=C(C=C12)Cl)=O (1-acetyl-6-chloro-2-indolinone), [N+](=O)([O-])[O-].[NH4+] (ammonium nitrate), N (ammonia). Run in S(O)(O)(=O)=O (sulphuric acid). Reaction conditions: time 1.5 hour. Yields the product C(C)(=O)N1C(CC2=CC(=C(C=C12)Cl)[N+](=O)[O-])=O (1-acetyl-5-nitro-6-chloro-2-indolinone). RXN SMILES: [C:1]([N:4]1[C:12]2[C:7](=[CH:8][CH:9]=[C:10]([Cl:13])[CH:11]=2)[CH2:6][C:5]1=[O:14])(=[O:3])[CH3:2].[N+:15]([O-])([O-:17])=[O:16].[NH4+].N>S(=O)(=O)(O)O>[C:1]([N:4]1[C:12]2[C:7](=[CH:8][C:9]([N+:15]([O-:17])=[O:16])=[C:10]([Cl:13])[CH:11]=2)[CH2:6][C:5]1=[O:14])(=[O:3])[CH3:2] |f:1.2|. Procedure: 2.75 g 1-acetyl-6-chloro-2-indolinone (educt V.1) are placed in 40 ml concentrated sulphuric acid and at −10° C. 1.05 g of ammonium nitrate are added. The mixture is stirred for 1.5 hours at ambient temperature. After this time the mixture is poured onto ice water and stirred for a further 20 minutes. The solution is neutralised with concentrated ammonia, the precipitate formed is suction filtered and washed with a little ethanol and ether. Reactants: S(=O)(Cl)Cl (thionyl chloride), [Na+].C(C)S(=O)(=O)NC1=CC=C(C(=O)[O-])C=C1 (4-[(ethylsulfonyl)amino]benzoic acid sodium salt), [OH-].[Na+] (sodium hydroxide). Run in O (water). Yields the product C(C)S(=O)(=O)NC1=CC=C(C(=O)Cl)C=C1 (4-[(Ethylsulfonyl)amino]benzoyl chloride). RXN SMILES: S(Cl)([Cl:3])=O.[Na+].[CH2:6]([S:8]([NH:11][C:12]1[CH:20]=[CH:19][C:15]([C:16]([O-])=[O:17])=[CH:14][CH:13]=1)(=[O:10])=[O:9])[CH3:7].[OH-].[Na+]>O>[CH2:6]([S:8]([NH:11][C:12]1[CH:20]=[CH:19][C:15]([C:16]([Cl:3])=[O:17])=[CH:14][CH:13]=1)(=[O:10])=[O:9])[CH3:7] |f:1.2,3.4|. Procedure details: To 100 mL of thionyl chloride at 0° C. is added 25.1 g (0.1 mol) of 4-[(ethylsulfonyl)amino]benzoic acid sodium salt (prepared from the acid and sodium hydroxide in water and evaporation of solvent) under a nitrogen atmosphere. Reflux the reaction mixture for 24-40 hr. then remove the excess thionyl chloride in vacuo. Dissolve the crude material in tetrahydrofuran, filter through celite and evaporate the solvent to obtain the title compound.